From a dataset of the Open Reaction Database (ORD), a public repository of structured organic reaction records. describe an organic reaction: reactants, conditions, products, and yield The reactants are Teflon, ClC1=CC=C(CNS(=O)(=O)\C=C\CCCC=2N=CN(C2)C(C2=CC=CC=C2)(C2=CC=CC=C2)C2=CC=CC=C2)C=C1 ((E)-N-(4-chlorobenzyl)-5-(1-(triphenylmethyl)imidazol-4-yl)-1-pent-1-enesulfonamide), C(C)O (ethanol), N (ammonia). Solvent: C1CCOC1 (THF). Conditions: temperature 120 celsius. Yields the product NC(CS(=O)(=O)NCC1=CC=C(C=C1)Cl)CCCC=1N=CNC1 (2-Amino-N-(4-chlorobenzyl)-5-(1H-imidazol-4-yl)-1-pentanesulfonamide). Reaction SMILES: [Cl:1][C:2]1[CH:41]=[CH:40][C:5]([CH2:6][NH:7][S:8](/[CH:11]=[CH:12]/[CH2:13][CH2:14][CH2:15][C:16]2[N:17]=[CH:18][N:19](C(C3C=CC=CC=3)(C3C=CC=CC=3)C3C=CC=CC=3)[CH:20]=2)(=[O:10])=[O:9])=[CH:4][CH:3]=1.C(O)C.[NH3:45]>C1COCC1>[NH2:45][CH:12]([CH2:13][CH2:14][CH2:15][C:16]1[N:17]=[CH:18][NH:19][CH:20]=1)[CH2:11][S:8]([NH:7][CH2:6][C:5]1[CH:40]=[CH:41][C:2]([Cl:1])=[CH:3][CH:4]=1)(=[O:10])=[O:9]. Procedure details: A mixture of (E)-N-(4-chlorobenzyl)-5-(1-(triphenylmethyl)imidazol-4-yl)-1-pent-1-enesulfonamide (Example 5, step e) (290 mg, 0.50 mmol), ethanol saturated with ammonia (10 ml) and THF (10 ml) was sealed in a Teflon-lined pressure vessel and heated at 120° C. overnight. The solution was allowed to cool and the solvent evaporated. The residue was purified by flash column chromatography (silica, 1:10:90 ammonia(880)/methanol/dichloromethane) to give the title compound was obtained as a white solid... The reactants are C(#N)C1=C(C=CC=C1Cl)S(=O)(=O)Cl (2-cyano-3-chlorobenzenesulphonylchloride), CN (methylamine). The solvent is O (water). Conditions: temperature 0 celsius, time 1 hour. Product: CN1S(C2=C(C1=N)C(=CC=C2)Cl)(=O)=O (2-methyl-3-imino-4-chlorobenzo[d]isothiazoline-1,1-dioxide). As a reaction SMILES: [C:1]([C:3]1[C:8]([Cl:9])=[CH:7][CH:6]=[CH:5][C:4]=1[S:10](Cl)(=[O:12])=[O:11])#[N:2].[CH3:14][NH2:15]>O>[CH3:14][N:15]1[C:1](=[NH:2])[C:3]2[C:8]([Cl:9])=[CH:7][CH:6]=[CH:5][C:4]=2[S:10]1(=[O:12])=[O:11]. Procedure details: 7.1 g of 2-cyano-3-chlorobenzenesulphonylchloride were added to a solution of 9 ml of methylamine in approx. 15 ml of water cooled at 0° C. After stirring at 0°-10° C. for 1 hour, the solid was sucked off, washed with water and dried in air. The desired product was obtained in a yield of 5,5 g; melting-point 140°-142° C.